From a dataset of the Open Reaction Database (ORD), a public repository of structured organic reaction records. describe an organic reaction: reactants, conditions, products, and yield Starting materials: CC(C)(C)C(O)C(C)(C)C, BrP(Br)Br, c1ccccc1. Product: CC(C)(C)C(Br)C(C)(C)C. As a reaction SMILES: [C:1]([CH3:2])([CH3:3])([CH3:4])[CH:5]([C:6]([CH3:7])([CH3:8])[CH3:9])[OH:10].[P:11]([Br:12])([Br:13])[Br:14].[cH:15]1[cH:16][cH:17][cH:18][cH:19][cH:20]1>>[C:1]([CH3:2])([CH3:3])([CH3:4])[CH:5]([C:6]([CH3:7])([CH3:8])[CH3:9])[Br:12]. The reactants are ClC=1C=C(C(=O)OO)C=CC1 (3-chloroperoxybenzoic acid), BrC=1C=NC=C(C1)OC (3-bromo-5-methoxypyridine). Procedure: As shown in step 2-iii of Scheme 2, 3-chloroperoxybenzoic acid (9.426 g, 42.06 mmol) was added to 3-bromo-5-methoxypyridine (4.25 g, 21 mmol) in 200 mL of DCM at RT. The reaction was stirred overnight and the mixture was washed with 200 mL of 2 N NaOH and 2×200 mL brine. The organic phase was dried over MgSO4, filtered and the volatiles removed under reduced pressure to provide 3-bromo-5-ethoxypyridine, 1-oxide (Compound 1002, 4.4 g): 1H NMR (CDCl3): δ 8.05 (s, 1H), 7.9 (s, 1H), 7.0 (s, 1H), 4.1... Run in C(Cl)Cl (DCM). RXN SMILES: Cl[C:2]1C=C(C=CC=1)C(OO)=O.[Br:12][C:13]1[CH:14]=[N:15][CH:16]=[C:17]([O:19][CH3:20])[CH:18]=1>C(Cl)Cl>[Br:12][C:13]1[CH:14]=[N:15][CH:16]=[C:17]([O:19][CH2:20][CH3:2])[CH:18]=1. Run at time 8 hour. Product: BrC=1C=NC=C(C1)OCC (3-bromo-5-ethoxypyridine), 1-oxide. Starting materials: BrC1=C2CC(C(C2=CC(=C1)Cl)=O)C (4-bromo-6-chloro-2-methyl-1-indanone), C1CCOC1.CO (THF methanol), [BH4-].[Na+] (NaBH4), Cl (HCl). Run in ice. Reaction conditions: time 8 hour. The product is BrC=1C=CC=C2C=C(CC12)C (7-Bromo-2-methyl-1H-indene). As a reaction SMILES: [Br:1][C:2]1[CH:10]=[C:9](Cl)[CH:8]=[C:7]2[C:3]=1[CH2:4][CH:5]([CH3:13])[C:6]2=O.C1COCC1.CO.[BH4-].[Na+].Cl>>[Br:1][C:2]1[CH:10]=[CH:9][CH:8]=[C:7]2[C:3]=1[CH2:4][C:5]([CH3:13])=[CH:6]2 |f:1.2,3.4|. Reported procedure: To a solution of 116 g (0.52 mol) of 4-bromo-6-chloro-2-methyl-1-indanone in 950 ml of THF-methanol (2:1, vol.) 38.3 g (1.02 mol) of NaBH4 were added in small portions for 2 hours at −5° C. (Caution: temperature must be lower than 0° C.). The mixture was stirred overnight at ambient temperature. The resulting mixture was poured over 1000 cm3 of ice and acidified with 10% HCl to pH=4. The organic layer was separated; the aqueous layer was extracted with 3×300 ml of methyl-tert-butyl ether. The co...